From a dataset of the Open Reaction Database (ORD), a public repository of structured organic reaction records. describe an organic reaction: reactants, conditions, products, and yield Reactants: C(C1=CC=CC=C1)OC(=O)N1CCN(CC1)C=1SC2=C(N1)C=CC(=C2)I (4-(6-iodobenzothiazol-2-yl)piperazine-1-carboxylic acid benzyl ester), C1(=CC=CC2=CC=CC=C12)S (1-napthalenethiol), C(=O)([O-])[O-].[K+].[K+] (K2CO3). Reagents/catalysts: [Cu]I (CuI). The solvent is CO (MeOH), C(Cl)Cl (CH2Cl2), C(C)(C)O (isopropanol). Reaction conditions: temperature 90 celsius. The product is C(C1=CC=CC=C1)OC(=O)N1CCN(CC1)C=1SC2=C(N1)C=CC(=C2)SC2=CC=CC1=CC=CC=C21 (4-[6-(1-naphthylsulfanyl)benzothiazol-2-yl]piperazine-1-carboxylic acid benzyl ester). Reaction SMILES: [CH2:1]([O:8][C:9]([N:11]1[CH2:16][CH2:15][N:14]([C:17]2[S:18][C:19]3[CH:25]=[C:24](I)[CH:23]=[CH:22][C:20]=3[N:21]=2)[CH2:13][CH2:12]1)=[O:10])[C:2]1[CH:7]=[CH:6][CH:5]=[CH:4][CH:3]=1.[C:27]1([SH:37])[C:36]2[C:31](=[CH:32][CH:33]=[CH:34][CH:35]=2)[CH:30]=[CH:29][CH:28]=1.C([O-])([O-])=O.[K+].[K+]>C(O)(C)C.CO.C(Cl)Cl.[Cu]I>[CH2:1]([O:8][C:9]([N:11]1[CH2:16][CH2:15][N:14]([C:17]2[S:18][C:19]3[CH:25]=[C:24]([S:37][C:27]4[C:36]5[C:31](=[CH:32][CH:33]=[CH:34][CH:35]=5)[CH:30]=[CH:29][CH:28]=4)[CH:23]=[CH:22][C:20]=3[N:21]=2)[CH2:13][CH2:12]1)=[O:10])[C:2]1[CH:7]=[CH:6][CH:5]=[CH:4][CH:3]=1 |f:2.3.4|. Reported procedure: A mixture of 4-(6-iodobenzothiazol-2-yl)piperazine-1-carboxylic acid benzyl ester (0.370 g, 0.77 mmol), 1-napthalenethiol (0.124 g, 0.77 mmol), CuI (0.015 g, 0.08 mmol), and K2CO3 (0.213 g, 0.77 mmol) in isopropanol was heated at 90° C. overnight, cooled to 25° C., diluted with 20% MeOH in CH2Cl2, and filtered through a pad of silica gel. The filtrate was concentrated in vacuo to provide the title compound which used in Example 41 without further purification.